From a dataset of the Open Reaction Database (ORD), a public repository of structured organic reaction records. describe an organic reaction: reactants, conditions, products, and yield Starting materials: CCO, C=CCNC1CCc2cccc(OC)c2C1CO, Cl, [H][H]. The product is CCCNC1CCc2cccc(OC)c2C1CO, Cl. RXN SMILES: [CH3:22][CH2:23][OH:24].[CH3:2][O:3][c:4]1[cH:5][cH:6][cH:7][c:8]2[c:13]1[CH:12]([CH2:14][OH:15])[CH:11]([NH:16][CH2:17][CH:18]=[CH2:19])[CH2:10][CH2:9]2.[ClH:1].[H:20][H:21]>>[CH3:2][O:3][c:4]1[cH:5][cH:6][cH:7][c:8]2[c:13]1[CH:12]([CH2:14][OH:15])[CH:11]([NH:16][CH2:17][CH2:18][CH3:19])[CH2:10][CH2:9]2.[ClH:1]. Reactants: NC1=NC=2C=CC=CC2C2=C1N=C(N2CCCC(C)=O)C (5-(4-amino-2-methyl-1H-imidazo[4,5-c]quinolin-1-yl)pentan-2-one), Cl.CON (O-methylhydroxylamine hydrochloride). Product: CON=C(C)CCCN1C(=NC=2C(=NC=3C=CC=CC3C21)N)C (5-(4-amino-2-methyl-1H-imidazo[4,5-c]quinolin-1-yl)pentan-2-one O-methyloxime). As a reaction SMILES: [NH2:1][C:2]1[C:11]2[N:12]=[C:13]([CH3:21])[N:14]([CH2:15][CH2:16][CH2:17][C:18](=O)[CH3:19])[C:10]=2[C:9]2[CH:8]=[CH:7][CH:6]=[CH:5][C:4]=2[N:3]=1.Cl.[CH3:23][O:24][NH2:25]>>[CH3:23][O:24][N:25]=[C:18]([CH2:17][CH2:16][CH2:15][N:14]1[C:10]2[C:9]3[CH:8]=[CH:7][CH:6]=[CH:5][C:4]=3[N:3]=[C:2]([NH2:1])[C:11]=2[N:12]=[C:13]1[CH3:21])[CH3:19] |f:1.2|. Procedure details: By the general method described in Part F of Example 30, 5-(4-amino-2-methyl-1H-imidazo[4,5-c]quinolin-1-yl)pentan-2-one was reacted with O-methylhydroxylamine hydrochloride to provide 5-(4-amino-2-methyl-1H-imidazo[4,5-c]quinolin-1-yl)pentan-2-one O-methyloxime in about a 5.25 to 1 mixture of E and Z isomers as white needles after recrystallization from toluene, mp 158-161° C. Starting materials: C(C1=CC=CC=C1)(C1=CC=CC=C1)(C1=CC=CC=C1)N1N=C(C=C1)C=1C=C2C(=NC=NC2=CC1)N1CCN(CC1)C=1C=C(C(=O)O)C=CC1 (3-{4-[6-(1-trityl-1H-pyrazolyl)-4-quinazolinyl]piperazin-1-yl} benzoic acid), FC1=CC=C(N)C=C1 (4-fluoroaniline), ON1N=NC2=C1C=CC=C2 (1-hydroxybenzotriazole), Cl.C(C)N=C=NCCCN(C)C (1-ethyl-3-(3-dimethylaminopropyl)-carbodiimide hydrochloride). Solvent: ClCCl (dichloromethane). Conditions: time 12 hour. Yields the product FC1=CC=C(C=C1)NC(C1=CC(=CC=C1)N1CCN(CC1)C1=NC=NC2=CC=C(C=C12)C1=NN(C=C1)C(C1=CC=CC=C1)(C1=CC=CC=C1)C1=CC=CC=C1)=O (N1-(4-fluorophenyl)-3-{4-[6-(1-trityl-1H-pyrazolyl)-4-quinazolinyl]piperazin-1-yl}benzamide). Reaction SMILES: [C:1]([N:20]1[CH:24]=[CH:23][C:22]([C:25]2[CH:26]=[C:27]3[C:32](=[CH:33][CH:34]=2)[N:31]=[CH:30][N:29]=[C:28]3[N:35]2[CH2:40][CH2:39][N:38]([C:41]3[CH:42]=[C:43]([CH:47]=[CH:48][CH:49]=3)[C:44](O)=[O:45])[CH2:37][CH2:36]2)=[N:21]1)([C:14]1[CH:19]=[CH:18][CH:17]=[CH:16][CH:15]=1)([C:8]1[CH:13]=[CH:12][CH:11]=[CH:10][CH:9]=1)[C:2]1[CH:7]=[CH:6][CH:5]=[CH:4][CH:3]=1.[F:50][C:51]1[CH:57]=[CH:56][C:54]([NH2:55])=[CH:53][CH:52]=1.ON1C2C=CC=CC=2N=N1.Cl.C(N=C=NCCCN(C)C)C>ClCCl>[F:50][C:51]1[CH:57]=[CH:56][C:54]([NH:55][C:44](=[O:45])[C:43]2[CH:47]=[CH:48][CH:49]=[C:41]([N:38]3[CH2:39][CH2:40][N:35]([C:28]4[C:27]5[C:32](=[CH:33][CH:34]=[C:25]([C:22]6[CH:23]=[CH:24][N:20]([C:1]([C:2]7[CH:7]=[CH:6][CH:5]=[CH:4][CH:3]=7)([C:8]7[CH:13]=[CH:12][CH:11]=[CH:10][CH:9]=7)[C:14]7[CH:15]=[CH:16][CH:17]=[CH:18][CH:19]=7)[N:21]=6)[CH:26]=5)[N:31]=[CH:30][N:29]=4)[CH2:36][CH2:37]3)[CH:42]=2)=[CH:53][CH:52]=1 |f:3.4|. Procedure details: 200 mg 3-{4-[6-(1-trityl-1H-pyrazolyl)-4-quinazolinyl]piperazin-1-yl} benzoic acid (compound in Example 829), 35 mg 4-fluoroaniline, 46 mg 1-hydroxybenzotriazole and 65 mg 1-ethyl-3-(3-dimethylaminopropyl)-carbodiimide hydrochloride were dissolved in dichloromethane and stirred for about 12 hours, and the reaction solution was concentrated and purified by silica gel column chromatography to give N1-(4-fluorophenyl)-3-{4-[6-(1-trityl-1H-pyrazolyl)-4-quinazolinyl]piperazin-1-yl}benzamide. The reactants are C(C1=CC=CC=C1)N1N=CC2=NC(=CC=C21)Cl (1-benzyl-5-chloro-1H-pyrazolo[4,3-b]pyridine), N(NC(=O)OC(C)(C)C)C(=O)OC(C)(C)C (di-tert-butyl hydrazine-1,2-dicarboxylate), C([O-])([O-])=O.[Cs+].[Cs+] (cesium carbonate), C1(=CC=CC=C1)C (toluene). The reagents and catalysts are C1(CCCCC1)P(C1=C(C=CC=C1)C1=C(C=C(C=C1C(C)C)C(C)C)C(C)C)C1CCCCC1.NC1=C(C=CC=C1)C1=C(C=CC=C1)[Pd]Cl (Dicyclohexyl(2′,4′,6′-triisopropylbiphenyl-2-yl)phosphine (2′-aminobiphenyl-2-yl)(chloro)palladium). Reaction conditions: temperature 110 celsius, time 3 day. Yields the product C(C1=CC=CC=C1)N1N=CC2=NC(=CC=C21)N(NC(=O)OC(C)(C)C)C(=O)OC(C)(C)C (di-tert-butyl 1-(1-benzyl-1H-pyrazolo[4,3-b]pyridin-5-yl)hydrazine-1,2-dicarboxylate). Reaction SMILES: [CH2:1]([N:8]1[C:16]2[C:11](=[N:12][C:13](Cl)=[CH:14][CH:15]=2)[CH:10]=[N:9]1)[C:2]1[CH:7]=[CH:6][CH:5]=[CH:4][CH:3]=1.[NH:18]([C:27]([O:29][C:30]([CH3:33])([CH3:32])[CH3:31])=[O:28])[NH:19][C:20]([O:22][C:23]([CH3:26])([CH3:25])[CH3:24])=[O:21].C(=O)([O-])[O-].[Cs+].[Cs+].C1(C)C=CC=CC=1>C1(P(C2CCCCC2)C2C=CC=CC=2C2C(C(C)C)=CC(C(C)C)=CC=2C(C)C)CCCCC1.NC1C=CC=CC=1C1C=CC=CC=1[Pd]Cl>[CH2:1]([N:8]1[C:16]2[C:11](=[N:12][C:13]([N:18]([C:27]([O:29][C:30]([CH3:33])([CH3:32])[CH3:31])=[O:28])[NH:19][C:20]([O:22][C:23]([CH3:24])([CH3:25])[CH3:26])=[O:21])=[CH:14][CH:15]=2)[CH:10]=[N:9]1)[C:2]1[CH:7]=[CH:6][CH:5]=[CH:4][CH:3]=1 |f:2.3.4,6.7|. Reported procedure: A reaction vial was charged with 1-benzyl-5-chloro-1H-pyrazolo[4,3-b]pyridine (0.210 g, 0.862 mmol) (Peak 1 from Step 1), di-tert-butyl hydrazine-1,2-dicarboxylate (0.22 g, 0.96 mmol, Aldrich), cesium carbonate (0.281 g, 0.862 mmol, Aldrich) and toluene (2 mL, 20 mmol). Dicyclohexyl(2′,4′,6′-triisopropylbiphenyl-2-yl)phosphine-(2′-aminobiphenyl-2-yl)(chloro)palladium (1:1) (0.068 g, 0.086 mmol, Aldrich) was added and the mixture was degassed by a stream of nitrogen through the solution for 15 mi... Starting materials: O=C([O-])[O-], Brc1cnc(OC2CCN(C3CCCC3)CC2)nc1, I[Cu]I, [K+], [K+], CN(C)C=O, O, O=c1cccc[nH]1. The product is O=c1ccccn1-c1cnc(OC2CCN(C3CCCC3)CC2)nc1. As a reaction SMILES: [C:1](=[O:2])([O-:3])[O-:4].[CH:12]1([N:17]2[CH2:18][CH2:19][CH:20]([O:23][c:24]3[n:25][cH:26][c:27]([Br:30])[cH:28][n:29]3)[CH2:21][CH2:22]2)[CH2:13][CH2:14][CH2:15][CH2:16]1.[Cu:38]([I:39])[I:40].[K+:5].[K+:6].[O:7]=[CH:8][N:9]([CH3:10])[CH3:11].[OH2:41].[nH:31]1[c:32](=[O:37])[cH:33][cH:34][cH:35][cH:36]1>>[CH:12]1([N:17]2[CH2:18][CH2:19][CH:20]([O:23][c:24]3[n:25][cH:26][c:27](-[n:31]4[c:32](=[O:37])[cH:33][cH:34][cH:35][cH:36]4)[cH:28][n:29]3)[CH2:21][CH2:22]2)[CH2:13][CH2:14][CH2:15][CH2:16]1. Starting materials: C(C=C)N1C[C@@H](N(C[C@H]1C)[C@H](C1=CC=C(C(=O)N(CC)CC)C=C1)C1=CC(=CC=C1)O)C (4-[(R)-((2S,5R)-4-allyl-2,5-dimethyl-1-piperazinyl)-(3-hydroxyphenyl)-methyl]-N,N-diethylbenzamide), C(C=1C(S)=CC=CC1)(=O)O (thiosalicylic acid), bis(dibenzylidineacetone)palladium. The reagents and catalysts are C1(=CC=CC=C1)P(CCCCP(C1=CC=CC=C1)C1=CC=CC=C1)C1=CC=CC=C1 (1,4-bis(diphenylphosphino)butane). The solvent is O1CCCC1 (tetrahydrofuran), O1CCCC1 (tetrahydrofuran). Yields the product C[C@@H]1N(C[C@H](NC1)C)[C@H](C1=CC=C(C(=O)N(CC)CC)C=C1)C1=CC(=CC=C1)O (4-[(R)-((2S,5R)-2,5-dimethyl-1-piperazinyl)-(3-hydroxyphenyl)methyl]-N,N-diethylbenzamide). The yield is 103.6%. Reaction SMILES: C([N:4]1[C@H:9]([CH3:10])[CH2:8][N:7]([C@@H:11]([C:25]2[CH:30]=[CH:29][CH:28]=[C:27]([OH:31])[CH:26]=2)[C:12]2[CH:24]=[CH:23][C:15]([C:16]([N:18]([CH2:21][CH3:22])[CH2:19][CH3:20])=[O:17])=[CH:14][CH:13]=2)[C@@H:6]([CH3:32])[CH2:5]1)C=C.C(O)(=O)C1C(=CC=CC=1)S>O1CCCC1.C1(P(C2C=CC=CC=2)CCCCP(C2C=CC=CC=2)C2C=CC=CC=2)C=CC=CC=1>[CH3:32][C@H:6]1[CH2:5][NH:4][C@H:9]([CH3:10])[CH2:8][N:7]1[C@@H:11]([C:25]1[CH:30]=[CH:29][CH:28]=[C:27]([OH:31])[CH:26]=1)[C:12]1[CH:24]=[CH:23][C:15]([C:16]([N:18]([CH2:21][CH3:22])[CH2:19][CH3:20])=[O:17])=[CH:14][CH:13]=1. Procedure details: A solution of 4-[(R)-((2S,5R)-4-allyl-2,5-dimethyl-1-piperazinyl)-(3-hydroxyphenyl)-methyl]-N,N-diethylbenzamide (10.89 g, 25 mmol, from Method A) and thiosalicylic acid (4.63 g, 30 mmol) in anhydrous tetrahydrofuran (50 mL) was stirred with a catalyst solution prepared by dissolution of bis(dibenzylidineacetone)palladium (0.718 g, 1.25 mmol) and 1,4-bis(diphenylphosphino)butane (0.533 g, 1.25 mmol) in tetrahydrofuran (10 mL) at room temperature under nitrogen for 1.5 hours (J. P. Genet, S. Lema... Starting materials: N1=CC=CC=C1 (pyridine), C(C)(=O)Cl (acetyl chloride), ClC=1C=C2C=CNC2=CC1 (5-chloro-1H-indole), O (water), O (water). The solvent is O1CCOCC1 (dioxane), O1CCOCC1 (dioxane). Conditions: time 7 hour. Product: C(C)(=O)N1C=CC(C=C1)C1=CNC2=CC=C(C=C12)Cl (1-acetyl-4-(5-chloro-[1H]-indol-3-yl)-1,4-dihydro-pyridine). RXN SMILES: [N:1]1[CH:6]=[CH:5][CH:4]=[CH:3][CH:2]=1.[C:7](Cl)(=[O:9])[CH3:8].[Cl:11][C:12]1[CH:13]=[C:14]2[C:18](=[CH:19][CH:20]=1)[NH:17][CH:16]=[CH:15]2.O>O1CCOCC1>[C:7]([N:1]1[CH:6]=[CH:5][CH:4]([C:15]2[C:14]3[C:18](=[CH:19][CH:20]=[C:12]([Cl:11])[CH:13]=3)[NH:17][CH:16]=2)[CH:3]=[CH:2]1)(=[O:9])[CH3:8]. Reported procedure: 27 ml of redistilled pyridine were added at an interior temperature of 8° to 15° C to 120 ml of dioxane and 11.2 ml of acetyl chloride cooled in an ice bath and then a mixture of 22 g of 5-chloro-1H-indole in 120 ml of dioxane was added thereto while keeping the temperature at 10° to 15° C. The mixture was then stirred for 7 hours at room temperature and protected from the light and the mixture was poured into 500 ml of water. The resulting mixture was stirred for 5 minutes and then another 500 ...